Dataset: the Open Reaction Database (ORD), a public repository of structured organic reaction records. Task: describe an organic reaction: reactants, conditions, products, and yield Reactants: C(=O)(O)[NH-] (carboxyamide), NC=1C=NC(=CC1)CC(=O)N (3-Amino-6-pyridinecarboxyamide), CC(C(C)(C)C)N=C=S (1,2,2-trimethylpropyl isothiocyanate). Solvent: CN(C)C=O (DMF). Yields the product C(N)(=O)C1=CC=C(C=N1)NC(=S)NC(C(C)(C)C)C (N-(6-carbamoyl-3-pyridyl)-N'-(1,2,2-trimethylpropyl)thiourea). Yield: 53.0%. RXN SMILES: [C:1]([NH-:4])(O)=[O:2].[NH2:5][C:6]1[CH:7]=[N:8][C:9](CC(N)=O)=[CH:10][CH:11]=1.[CH3:16][CH:17]([N:22]=[C:23]=[S:24])[C:18]([CH3:21])([CH3:20])[CH3:19]>CN(C=O)C>[C:1]([C:9]1[N:8]=[CH:7][C:6]([NH:5][C:23]([NH:22][CH:17]([CH3:16])[C:18]([CH3:21])([CH3:20])[CH3:19])=[S:24])=[CH:11][CH:10]=1)(=[O:2])[NH2:4]. Reported procedure: The carboxyamide compound (0.37 g, 27 mmol) obtained in (a) described above and 1,2,2-trimethylpropyl isothiocyanate (1.15 g, 8.03 mmol) were added to 2 ml of DMF, followed by reaction at 80°-90° C. for about 40 hours. DMF was removed by distillation, and the residue was purified by silica gel column chromatography (eluent: chloroform: methanol=13:1 (v/v)). Recrystallization from methanol-ether gave 0.4 g of the intended product (yield: 53%). Starting materials: COC(=O)c1cncn1C1c2ccccc2C(=O)CC1(C)C, CON, CO, CCOC(C)=O, Cl, CC1(C)C(n2cncc2C(F)F)c2ccccc2C1(F)F, c1ccncc1. Yields the product CON=C1CC(C)(C)C(n2cncc2C(=O)OC)c2ccccc21, CC1(C)C(n2cncc2C(F)F)c2ccccc2C1(F)F. As a reaction SMILES: [CH3:22][O:23][C:24](=[O:25])[c:26]1[n:27]([CH:31]2[C:32]([CH3:42])([CH3:43])[CH2:33][C:34](=[O:41])[c:35]3[cH:36][cH:37][cH:38][cH:39][c:40]32)[cH:28][n:29][cH:30]1.[CH3:45][O:46][NH2:47].[CH3:54][OH:55].[CH3:56][CH2:57][O:58][C:59](=[O:60])[CH3:61].[ClH:44].[F:1][C:2]1([F:21])[C:3]([CH3:19])([CH3:20])[CH:4]([n:11]2[cH:12][n:13][cH:14][c:15]2[CH:16]([F:17])[F:18])[c:5]2[cH:6][cH:7][cH:8][cH:9][c:10]21.[cH:48]1[cH:49][cH:50][n:51][cH:52][cH:53]1>>[CH3:22][O:23][C:24](=[O:25])[c:26]1[n:27]([CH:31]2[C:32]([CH3:42])([CH3:43])[CH2:33][C:34](=[N:47][O:46][CH3:45])[c:35]3[cH:36][cH:37][cH:38][cH:39][c:40]32)[cH:28][n:29][cH:30]1.[F:1][C:2]1([F:21])[C:3]([CH3:19])([CH3:20])[CH:4]([n:11]2[cH:12][n:13][cH:14][c:15]2[CH:16]([F:17])[F:18])[c:5]2[cH:6][cH:7][cH:8][cH:9][c:10]21.